From a dataset of the Open Reaction Database (ORD), a public repository of structured organic reaction records. describe an organic reaction: reactants, conditions, products, and yield Reactants: CN(C=O)C (N,N-dimethylformamide), C1(=CC=C(C=C1)S(=O)(=O)O)C.N[C@H]1[C@@H]2N(C(=C(CS2)CCl)C(=O)O)C1=O (7β-amino-3-chloromethyl-3-cephem-4-carboxylic acid p-toluenesulfonate), C(C)(C)(C)OC(=O)NC=1SC=C(N1)C(C(=O)O)=NOC(C1=CC=CC=C1)(C1=CC=CC=C1)C1=CC=CC=C1 (2-(2-t-butoxycarbonylamino-4-thiazolyl)-2-triphenylmethoxyiminoacetic acid), CN1CCOCC1 (N-methylmorpholine), C(C(=O)Cl)(=O)Cl (oxalyl chloride), CN1CCOCC1 (N-methylmorpholine). Run in ice water, ClCCl (dichloromethane), ClCCl (dichloromethane). Reaction conditions: time 15 minute. Yields the product COC1=CC=C(COC(=O)C2=C(CS[C@H]3N2C([C@H]3NC(C(=NOC(C3=CC=CC=C3)(C3=CC=CC=C3)C3=CC=CC=C3)C=3N=C(SC3)NC(=O)OC(C)(C)C)=O)=O)CCl)C=C1 (7β-[2-(2-t-butoxycarbonylamino-4-thiazolyl)-2-trityloxyimino-acetamido]-3-chloromethyl-3-cephem-4-carboxylic acid p-methoxybenzyl ester). As a reaction SMILES: CN(C)C=O.[C:6](Cl)(=[O:10])[C:7](Cl)=O.[C:12]([O:16][C:17]([NH:19][C:20]1[S:21][CH:22]=[C:23]([C:25](=[N:29][O:30][C:31]([C:44]2[CH:49]=[CH:48][CH:47]=[CH:46][CH:45]=2)([C:38]2[CH:43]=[CH:42][CH:41]=[CH:40][CH:39]=2)[C:32]2[CH:37]=[CH:36][CH:35]=[CH:34][CH:33]=2)[C:26]([OH:28])=O)[N:24]=1)=[O:18])([CH3:15])([CH3:14])[CH3:13].[CH3:50]N1CCOCC1.[C:57]1([CH3:67])[CH:62]=CC(S(O)(=O)=O)=[CH:59][CH:58]=1.[NH2:68][C@@H:69]1[C:81](=[O:82])[N:71]2[C:72]([C:78]([OH:80])=[O:79])=[C:73]([CH2:76][Cl:77])[CH2:74][S:75][C@H:70]12>ClCCl>[CH3:50][O:10][C:6]1[CH:7]=[CH:62][C:57]([CH2:67][O:79][C:78]([C:72]2[N:71]3[C:81](=[O:82])[C@@H:69]([NH:68][C:26](=[O:28])[C:25]([C:23]4[N:24]=[C:20]([NH:19][C:17]([O:16][C:12]([CH3:13])([CH3:15])[CH3:14])=[O:18])[S:21][CH:22]=4)=[N:29][O:30][C:31]([C:32]4[CH:37]=[CH:36][CH:35]=[CH:34][CH:33]=4)([C:44]4[CH:49]=[CH:48][CH:47]=[CH:46][CH:45]=4)[C:38]4[CH:39]=[CH:40][CH:41]=[CH:42][CH:43]=4)[C@H:70]3[S:75][CH2:74][C:73]=2[CH2:76][Cl:77])=[O:80])=[CH:58][CH:59]=1 |f:4.5|. Reported procedure: To a solution of N,N-dimethylformamide (0.321 ml; 1 Eq.) in dichloromethane (20 ml) keeping at -10° C. is added dropwise oxalyl chloride (0.354 ml; 1.64 Eq.), and the mixture is stirred at -10° to -5° C. for 15 minutes. To this mixture are added a solution of 2-(2-t-butoxycarbonylamino-4-thiazolyl)-2-triphenylmethoxyiminoacetic acid (2.0 g; 09 Eq.) in dichloromethane (10 ml) and N-methylmorpholine (0.502 ml; 1.1 Eq.), and the mixture is stirred at -10° to -5° C. for 30 minutes. To this solution ... Starting materials: [BH3-]C#N, CCOC1(O[Si](C)(C)C)CC1, CC(=O)O, CO, CCOC(C)=O, Nc1cc(F)c(F)cc1C(=O)O, [Na+]. Product: O=C(O)c1cc(F)c(F)cc1NC1CC1. RXN SMILES: [C:28]([BH3-:29])#[N:30].[CH2:17]([O:18][C:20]1([O:19][Si:23]([CH3:24])([CH3:25])[CH3:26])[CH2:21][CH2:22]1)[CH3:27].[CH3:13][C:14](=[O:15])[OH:16].[CH3:32][OH:33].[CH3:34][CH2:35][O:36][C:37](=[O:38])[CH3:39].[F:1][c:2]1[cH:3][c:4]([NH2:12])[c:5]([C:6](=[O:7])[OH:8])[cH:9][c:10]1[F:11].[Na+:31]>>[F:1][c:2]1[cH:3][c:4]([NH:12][CH:20]2[CH2:21][CH2:22]2)[c:5]([C:6](=[O:7])[OH:8])[cH:9][c:10]1[F:11]. Starting materials: Cc1cccc(C=O)c1F, CC1=CN=C(C=C1)N, [C-]#[N+]C1CCCCC1. The reagents and catalysts are O=C(O)C(F)(F)F (trifluoroacetic acid). Run in CC(C)O (isopropyl alcohol), CC(C)O (isopropylalcohol). Run at temperature 22 celsius, time 20 hour. Yields the product Cc1ccc2nc(c3cccc(C)c3F)c(NC3CCCCC3)n2c1. The yield is 30.5%. RXN SMILES: CC1=CC=C(N)N=C1.[C-]#[N+]C1CCCCC1.CC1=CC=CC(C=O)=C1F>>CC1=CN2C(C=C1)=NC(=C2NC1CCCCC1)C1=C(F)C(C)=CC=C1. The reactants are C(C1=CC=CC=C1)OC1=C(C=C(C=C1)Br)[C@H](CCN(C(C)C)C(C)C)C1=CC=CC=C1 ((3R)-3-[2-(Benzyloxy)-5-bromophenyl]-N,N-diisopropyl-3-phenylpropan-1-amine), C(CC=C)OCCCCCC#N (6-(but-3-en-1-yloxy)hexanenitrile), C(C)(C)N(CC)C(C)C (diisopropylethylamine), C1(=C(C=CC=C1)P(C1=C(C=CC=C1)C)C1=C(C=CC=C1)C)C (tri(o-tolyl)phosphine). Reagents/catalysts: C(C)(=O)[O-].[Pd+2].C(C)(=O)[O-] (palladium acetate). Solvent: C(C)#N (acetonitrile). Conditions: temperature 90 celsius. Product: N (ammonia), C(C1=CC=CC=C1)OC1=C(C=C(C=C1)/C=C/CCOCCCCCC#N)[C@H](CCN(C(C)C)C(C)C)C1=CC=CC=C1 (6-{[(3E)-4-{4-(Benzyloxy)-3-[(1R)-3-(diisopropylamino)-1-phenylpropyl]phenyl}but-3-en-1-yl]oxy}hexanenitrile). RXN SMILES: [CH2:1]([O:8][C:9]1[CH:14]=[CH:13][C:12](Br)=[CH:11][C:10]=1[C@@H:16]([C:26]1[CH:31]=[CH:30][CH:29]=[CH:28][CH:27]=1)[CH2:17][CH2:18][N:19]([CH:23]([CH3:25])[CH3:24])[CH:20]([CH3:22])[CH3:21])[C:2]1[CH:7]=[CH:6][CH:5]=[CH:4][CH:3]=1.[CH2:32]([O:36][CH2:37][CH2:38][CH2:39][CH2:40][CH2:41][C:42]#[N:43])[CH2:33][CH:34]=[CH2:35].C(N(C(C)C)CC)(C)C.C1(C)C=CC=CC=1P(C1C=CC=CC=1C)C1C=CC=CC=1C>C(#N)C.C([O-])(=O)C.[Pd+2].C([O-])(=O)C>[NH3:19].[CH2:1]([O:8][C:9]1[CH:14]=[CH:13][C:12](/[CH:35]=[CH:34]/[CH2:33][CH2:32][O:36][CH2:37][CH2:38][CH2:39][CH2:40][CH2:41][C:42]#[N:43])=[CH:11][C:10]=1[C@@H:16]([C:26]1[CH:31]=[CH:30][CH:29]=[CH:28][CH:27]=1)[CH2:17][CH2:18][N:19]([CH:23]([CH3:25])[CH3:24])[CH:20]([CH3:22])[CH3:21])[C:2]1[CH:7]=[CH:6][CH:5]=[CH:4][CH:3]=1 |f:5.6.7|. Reported procedure: (3R)-3-[2-(Benzyloxy)-5-bromophenyl]-N,N-diisopropyl-3-phenylpropan-1-amine (WO9411337, 1.21 g, 2.50 mmol) was dissolved in acetonitrile (8 ml) and 6-(but-3-en-1-yloxy)hexanenitrile (Preparation 23, 708 mg, 4.20 mmol), diisopropylethylamine (0.64 ml, 3.75 mmol), palladium acetate (54 mg, 0.25 mmol) and tri(o-tolyl)phosphine (145 mg, 0.25 mmol) were added. The stirred reaction was heated at 90° C., under a nitrogen atmosphere, for 12 hours, cooled to room temperature and the solvent removed in va... Starting materials: ClCCl, Cl, CC(C)(C)OC(=O)NC1CCN(S(=O)(=O)c2ccccc2)c2ccccc2C1. The product is NC1CCN(S(=O)(=O)c2ccccc2)c2ccccc2C1. RXN SMILES: [Cl:30][CH2:31][Cl:32].[ClH:29].[c:1]1([S:7](=[O:8])(=[O:9])[N:10]2[c:11]3[c:12]([cH:25][cH:26][cH:27][cH:28]3)[CH2:13][CH:14]([NH:17][C:18](=[O:19])[O:20][C:21]([CH3:22])([CH3:23])[CH3:24])[CH2:15][CH2:16]2)[cH:2][cH:3][cH:4][cH:5][cH:6]1>>[c:1]1([S:7](=[O:8])(=[O:9])[N:10]2[c:11]3[c:12]([cH:25][cH:26][cH:27][cH:28]3)[CH2:13][CH:14]([NH2:17])[CH2:15][CH2:16]2)[cH:2][cH:3][cH:4][cH:5][cH:6]1. As a reaction SMILES: [OH:1][CH2:2][C:3](=O)[CH3:4].[O:6]1[CH2:11][CH2:10][CH2:9][CH2:8][CH:7]1[O:12][NH2:13].C(O)(=O)C>CO.N1C=CC=CC=1>[O:6]1[CH2:11][CH2:10][CH2:9][CH2:8][CH:7]1[O:12][N:13]=[C:3]([CH3:4])[CH2:2][OH:1]. Run in CO (methanol), N1=CC=CC=C1 (pyridine). The reactants are OCC(C)=O (1-hydroxypropan-2-one), O1C(CCCC1)ON (O-(tetrahydro-2H-pyran-2-yl)hydroxylamine), C(C)(=O)O (acetic acid). Procedure: A mixture of 1-hydroxypropan-2-one (1 g, 13.5 mmol) and O-(tetrahydro-2H-pyran-2-yl)hydroxylamine (1.9 g, 16.2 mmol) in methanol (20 mL) and pyridine (7 mL) was treated with acetic acid (0.23 mL, 4 mmol) and stirred at room temperature for 12 hours. The mixture was then concentrated under reduced pressure. The residue was diluted with saturated sodium bicarbonate and extracted with ethyl acetate. The organic extract was concentrated and purified by chromatography (SiO2, eluted with EtOAc-hexane-... Run at time 12 hour. The product is O1C(CCCC1)ON=C(CO)C (1-hydroxypropan-2-one O-tetrahydro-2H-pyran-2-yl oxime). Isolated yield 77.0%. Starting materials: CC1(OCC(O1)CO)C (solketal), cupric oxide, [I-].[K+] (potassium iodide), [H-].[Na+] (sodium hydride), BrC=1SC=CC1 (2-bromothiophene). Solvent: O (water). Product: [CH2-]C(=O)C.OCC(COC=1SC=CC1)O (1,2-dihydroxy-3-(thien-2-yloxy)propane acetonide). RXN SMILES: [CH3:1][C:2]1([CH3:9])[O:6][CH:5]([CH2:7][OH:8])[CH2:4][O:3]1.[H-].[Na+].Br[C:13]1[S:14][CH:15]=[CH:16][CH:17]=1.[I-].[K+]>O>[CH2-:1][C:2]([CH3:9])=[O:3].[OH:3][CH2:4][CH:5]([OH:6])[CH2:7][O:8][C:13]1[S:14][CH:15]=[CH:16][CH:17]=1 |f:1.2,4.5,7.8|. Reported procedure: To 350 ml. of solketal, 25 g. of sodium hydride are added at 5° C. After the completion of reaction, 100 g. of 2-bromothiophene, 20 g. of cupric oxide and 500 mg. of potassium iodide are added and the mixture heated at 160° for 44 hours. After cooling to room temperature, 200 ml. of water is slowly added to the reaction. The resulting aqueous mixture is extracted with hexane (3 times, 100 ml. each) and the hexane solution washed with water, dried over magnesium sulfate and evaporated to dryness ... The solvent is O1CCOCC1 (1,4-dioxane). Procedure: 3′-Amino-6′-(3-chloro-benzyloxy)-2,3,5,6-tetrahydro-[1,2′]bipyrazinyl-4-carboxylic acid tert-butyl ester I-3s (150 mg, 357 μmol) was dissolved in 1,4-dioxane (6 mL) and an HCl solution (0.90 mL, 4 M in 1,4-dioxane, 3.6 mmol) was added with stirring at 40° C. The solution was stirred at 40° C. for 18 h and concentrated in vacuo to approximately 2 mL. The mixture was diluted with Et2O. The resulting brown solid was collected by filtration and washed twice with Et2O. The solid was purified by prepa... Yields the product ClC=1C=C(COC2=CN=C(C(=N2)N2CCNCC2)N)C=CC1 (6′-(3-Chloro-benzyloxy)-3,4,5,6-tetrahydro-2H-[1,2′]bipyrazinyl-3′-ylamine). Isolated yield 16.6%. The reactants are C(C)(C)(C)OC(=O)N1CCN(CC1)C1=NC(=CN=C1N)OCC1=CC(=CC=C1)Cl (3′-Amino-6′-(3-chloro-benzyloxy)-2,3,5,6-tetrahydro-[1,2′]bipyrazinyl-4-carboxylic acid tert-butyl ester), Cl (HCl). Run at temperature 40 celsius. Reaction SMILES: C(OC([N:8]1[CH2:13][CH2:12][N:11]([C:14]2[C:19]([NH2:20])=[N:18][CH:17]=[C:16]([O:21][CH2:22][C:23]3[CH:28]=[CH:27][CH:26]=[C:25]([Cl:29])[CH:24]=3)[N:15]=2)[CH2:10][CH2:9]1)=O)(C)(C)C.Cl>O1CCOCC1>[Cl:29][C:25]1[CH:24]=[C:23]([CH:28]=[CH:27][CH:26]=1)[CH2:22][O:21][C:16]1[N:15]=[C:14]([N:11]2[CH2:10][CH2:9][NH:8][CH2:13][CH2:12]2)[C:19]([NH2:20])=[N:18][CH:17]=1. The reactants are C(C)NC1=C(C(NC(=C1)C)=O)CNC(OC(C)(C)C)=O (1,1-dimethylethyl {[4-(ethylamino)-6-methyl-2-oxo-1,2-dihydro-3-pyridinyl]methyl}carbamate), C(=O)(C(F)(F)F)O (TFA), BrC=1C=C(C=2C=CN(C2C1)C(C)C)C(=O)O (6-bromo-1-(1-methylethyl)-1H-indole-4-carboxylic acid), CN1CCOCC1 (N-methylmorpholine), C(CCl)Cl (EDC). The solvent is ClCCl (Dichloromethane). Conditions: time 3.5 hour. The product is BrC=1C=C(C=2C=CN(C2C1)C(C)C)C(=O)NCC=1C(NC(=CC1NCC)C)=O (6-Bromo-N-{[4-(ethylamino)-6-methyl-2-oxo-1,2-dihydro-3-pyridinyl]methyl}-1-(1-methylethyl)-1H-indole-4-carboxamide). As a reaction SMILES: [CH2:1]([NH:3][C:4]1[CH:9]=[C:8]([CH3:10])[NH:7][C:6](=[O:11])[C:5]=1[CH2:12][NH:13][C:14](=[O:20])OC(C)(C)C)[CH3:2].C(O)(C(F)(F)F)=O.[Br:28][C:29]1[CH:30]=[C:31](C(O)=O)[C:32]2[CH:33]=[CH:34][N:35]([CH:38]([CH3:40])[CH3:39])[C:36]=2[CH:37]=1.CN1CCOCC1.C(Cl)CCl>ClCCl>[Br:28][C:29]1[CH:30]=[C:31]([C:14]([NH:13][CH2:12][C:5]2[C:6](=[O:11])[NH:7][C:8]([CH3:10])=[CH:9][C:4]=2[NH:3][CH2:1][CH3:2])=[O:20])[C:32]2[CH:33]=[CH:34][N:35]([CH:38]([CH3:40])[CH3:39])[C:36]=2[CH:37]=1. Procedure: In a 50 mL round bottom was added 1,1-dimethylethyl {[4-(ethylamino)-6-methyl-2-oxo-1,2-dihydro-3-pyridinyl]methyl}carbamate (500 mg, 1.777 mmol) and Dichloromethane (DCM) (20.00 mL). TFA (1.095 mL, 14.22 mmol) was added and the reaction stirred at rt for 3.5 h. The LCMS indicated deprotection. The reaction was evaporated and evaporated from DCM. Dimethyl Sulfoxide (DMSO) (20 mL) was added to the round bottom followed by 6-bromo-1-(1-methylethyl)-1H-indole-4-carboxylic acid (501 mg, 1.777 mmol),...